This data is from the Open Reaction Database (ORD), a public repository of structured organic reaction records. The task is: describe an organic reaction: reactants, conditions, products, and yield Starting materials: ice water, ( 100 ), BrCCOC(C1=CC=CC=C1)(C(=O)C1=CC=CC=C1)OCCBr (benzil-di(β-bromoethyl)ketal), C1(CCC(N1)=O)=O.[Na] (sodium succinimide). Solvent: CN(C=O)C (N,N-dimethylformamide). Product: C1(CCC(N1CCOC(C1=CC=CC=C1)(C(=O)C1=CC=CC=C1)OCCN1C(CCC1=O)=O)=O)=O (benzil-di(β-succinimidoethyl)ketal). The yield is 88.0%. RXN SMILES: Br[CH2:2][CH2:3][O:4][C:5]([O:20][CH2:21][CH2:22]Br)([C:12]([C:14]1[CH:19]=[CH:18][CH:17]=[CH:16][CH:15]=1)=[O:13])[C:6]1[CH:11]=[CH:10][CH:9]=[CH:8][CH:7]=1.[C:24]1(=[O:30])[NH:28][C:27](=[O:29])[CH2:26][CH2:25]1.[Na]>CN(C)C=O>[C:27]1(=[O:29])[N:28]([CH2:2][CH2:3][O:4][C:5]([O:20][CH2:21][CH2:22][N:28]2[C:24](=[O:30])[CH2:25][CH2:26][C:27]2=[O:29])([C:12]([C:14]2[CH:19]=[CH:18][CH:17]=[CH:16][CH:15]=2)=[O:13])[C:6]2[CH:11]=[CH:10][CH:9]=[CH:8][CH:7]=2)[C:24](=[O:30])[CH2:25][CH2:26]1 |f:1.2,^1:30|. Procedure: One hundred (100) grams of benzil-di(β-bromoethyl)ketal and 60.5 g of sodium succinimide were dissolved in 500 ml of N,N-dimethylformamide (to be referred to as DMF), and the solution was heated at 50° to 60° C. for 6 hours with stirring. After the reaction, the reaction mixture was poured into 1 liter of ice water. The resulting crystals were filtered, thoroughly washed with water, and dried to afford 95 g (88% yield) of benzil-di(β-succinimidoethyl)ketal as white crystals. Recrystallization fr... The reactants are CC=1C=C(C=CC1OC1=NC=CC=C1C1=NC=NC=C1)N (3-methyl-4-(3-(pyrimidin-4-yl)pyridin-2-yloxy)benzenamine), C([O-])(O)=O.[Na+] (sodium bicarbonate), C(=O)(Cl)Cl (phosgene). Solvent: C(Cl)Cl (CH2Cl2), C(Cl)Cl (CH2Cl2). Reaction conditions: time 15 minute. The product is N(=C=O)C1=CC(=C(OC2=NC=CC=C2C2=NC=NC=C2)C=C1)C (4-(2-(4-isocyanato-2-methylphenoxy)pyridin-3-yl)pyrimidine). As a reaction SMILES: [CH3:1][C:2]1[CH:3]=[C:4]([NH2:21])[CH:5]=[CH:6][C:7]=1[O:8][C:9]1[C:14]([C:15]2[CH:20]=[CH:19][N:18]=[CH:17][N:16]=2)=[CH:13][CH:12]=[CH:11][N:10]=1.[C:22](=O)(O)[O-:23].[Na+].C(Cl)(Cl)=O>C(Cl)Cl>[N:21]([C:4]1[CH:5]=[CH:6][C:7]([O:8][C:9]2[C:14]([C:15]3[CH:20]=[CH:19][N:18]=[CH:17][N:16]=3)=[CH:13][CH:12]=[CH:11][N:10]=2)=[C:2]([CH3:1])[CH:3]=1)=[C:22]=[O:23] |f:1.2|. Procedure details: To 3-methyl-4-(3-(pyrimidin-4-yl)pyridin-2-yloxy)benzenamine (93 mg, 0.33 mmol) in CH2Cl2 (8 mL) was added saturated sodium bicarbonate (4 mL) followed 5 minutes later by phosgene (20% solution in toluene, 0.27 mL, 0.50 mmol). The mixture was stirred for 15 minutes at RT, diluted with CH2Cl2 and extracted with water. The organic layer was dried over sodium sulfate, filtered, concentrated and used without purification. Starting materials: Br.C(C)(=O)O (hydrogen bromide acetic acid), ClC1=C(C=CC(=C1)Cl)C(CSC#N)=O (2-(2,4-dichlorophenyl)-2-oxoethyl thiocyanate), O (Water). Run in C(C)(=O)O (acetic acid). Run at temperature 130 celsius, time 2 hour. Yields the product BrC=1SC=C(N1)C1=C(C=C(C=C1)Cl)Cl (2-Bromo-4-(2,4-dichlorophenyl)-1,3-thiazole). Yield: 92.0%. As a reaction SMILES: [BrH:1].C(O)(=O)C.[Cl:6][C:7]1[CH:12]=[C:11]([Cl:13])[CH:10]=[CH:9][C:8]=1[C:14](=O)[CH2:15][S:16][C:17]#[N:18].O>C(O)(=O)C>[Br:1][C:17]1[S:16][CH:15]=[C:14]([C:8]2[CH:9]=[CH:10][C:11]([Cl:13])=[CH:12][C:7]=2[Cl:6])[N:18]=1 |f:0.1|. Procedure: A 25% hydrogen bromide/acetic acid (60 ml) solution was added to a solution of 2-(2,4-dichlorophenyl)-2-oxoethyl thiocyanate (5.97 g, 24.3 mmol) in acetic acid (60 ml), and the mixture was stirred at 130° C. for 2 hours. Water (120 ml) was poured to the reaction mixture, and crystals were collected by filtration and washed with water to give 6.89 g (92.0%) of the desired product as a solid. Reactants: CCOC(=O)C1=C(c2ccccc2)c2ccc(OCCCc3ccccc3)cc2C1=O, CCO, Cl, NO, c1ccncc1. Product: CCOC(=O)C1=C(c2ccccc2)c2ccc(OCCCc3ccccc3)cc2C1=NO. Reaction SMILES: [CH2:1]([CH3:2])[O:3][C:4](=[O:5])[C:6]1=[C:14]([c:15]2[cH:16][cH:17][cH:18][cH:19][cH:20]2)[c:13]2[c:8]([cH:9][c:10]([O:21][CH2:22][CH2:23][CH2:24][c:25]3[cH:26][cH:27][cH:28][cH:29][cH:30]3)[cH:11][cH:12]2)[C:7]1=[O:31].[CH3:41][CH2:42][OH:43].[ClH:32].[NH2:33][OH:34].[cH:35]1[cH:36][cH:37][n:38][cH:39][cH:40]1>>[CH2:1]([CH3:2])[O:3][C:4](=[O:5])[C:6]1=[C:14]([c:15]2[cH:16][cH:17][cH:18][cH:19][cH:20]2)[c:13]2[c:8]([cH:9][c:10]([O:21][CH2:22][CH2:23][CH2:24][c:25]3[cH:26][cH:27][cH:28][cH:29][cH:30]3)[cH:11][cH:12]2)[C:7]1=[N:33][OH:34]. The reactants are COC1=C(C=CC=C1)C1=CN(C2=NC=C(C=C21)B2OC(C(O2)(C)C)(C)C)S(=O)(=O)C2=CC=C(C=C2)C (3-(2-methoxy-phenyl)-5-(4,4,5,5-tetramethyl-[1,3,2]dioxaborolan-2-yl)-1-(toluene-4-sulfonyl)-1H-pyrrolo[2,3-b]pyridine), NC1=C(C(=O)N(C)C)C=C(C=C1)Br (2-amino-5-bromo-N,N-dimethyl-benzamide), 1,1′-bis(diphenylphosphino)ferrocenepalladium(II)-dichloride dichloromethane, C(=O)(O)[O-].[Na+] (NaHCO3). Run in C(C)#N (acetonitrile). Run at time 3 hour. The product is NC1=C(C(=O)N(C)C)C=C(C=C1)C=1C=C2C(=NC1)NC=C2C2=C(C=CC=C2)OC (2-Amino-5-[3-(2-methoxy-phenyl)-1H-pyrrolo[2,3-b]pyridin-5-yl]-N,N-dimethyl-benzamide). The yield is 10.6%. Reaction SMILES: [CH3:1][O:2][C:3]1[CH:8]=[CH:7][CH:6]=[CH:5][C:4]=1[C:9]1[C:17]2[C:12](=[N:13][CH:14]=[C:15](B3OC(C)(C)C(C)(C)O3)[CH:16]=2)[N:11](S(C2C=CC(C)=CC=2)(=O)=O)[CH:10]=1.[NH2:37][C:38]1[CH:48]=[CH:47][C:46](Br)=[CH:45][C:39]=1[C:40]([N:42]([CH3:44])[CH3:43])=[O:41].C([O-])(O)=O.[Na+]>C(#N)C>[NH2:37][C:38]1[CH:48]=[CH:47][C:46]([C:15]2[CH:16]=[C:17]3[C:9]([C:4]4[CH:5]=[CH:6][CH:7]=[CH:8][C:3]=4[O:2][CH3:1])=[CH:10][NH:11][C:12]3=[N:13][CH:14]=2)=[CH:45][C:39]=1[C:40]([N:42]([CH3:44])[CH3:43])=[O:41] |f:2.3|. Procedure: Into a 5 mL Personal Chemistry microwave reaction vial were added 3-(2-methoxy-phenyl)-5-(4,4,5,5-tetramethyl-[1,3,2]dioxaborolan-2-yl)-1-(toluene-4-sulfonyl)-1H-pyrrolo[2,3-b]pyridine (0.167 g, 0.331 mmol), 2-amino-5-bromo-N,N-dimethyl-benzamide (0.088 g, 0.364 mmol), 1,1′-bis(diphenylphosphino)ferrocenepalladium(II)-dichloride dichloromethane adduct (14 mg, 0.017 mmol), acetonitrile (5 mL) and saturated aqueous NaHCO3 (5 mL). The vial was sealed, purged with N2, and irradiated in a Personal Ch... The reactants are COCOc1nn(-c2ccccc2)cc1C=Cc1nc(N2CCOCC2)sc1C, CO, Cl. Product: Cl, Cc1sc(N2CCOCC2)nc1C=Cc1cn(-c2ccccc2)nc1O. RXN SMILES: [CH3:1][O:2][CH2:3][O:4][c:5]1[n:6][n:7](-[c:24]2[cH:25][cH:26][cH:27][cH:28][cH:29]2)[cH:8][c:9]1[CH:10]=[CH:11][c:12]1[n:13][c:14]([N:18]2[CH2:19][CH2:20][O:21][CH2:22][CH2:23]2)[s:15][c:16]1[CH3:17].[CH3:31][OH:32].[ClH:30]>>[ClH:30].[OH:4][c:5]1[n:6][n:7](-[c:24]2[cH:25][cH:26][cH:27][cH:28][cH:29]2)[cH:8][c:9]1[CH:10]=[CH:11][c:12]1[n:13][c:14]([N:18]2[CH2:19][CH2:20][O:21][CH2:22][CH2:23]2)[s:15][c:16]1[CH3:17]. The reactants are COC([C@@H](NC(C1=C(C=C(C=C1)C(=O)OC(C)(C)C)Cl)=O)CC1=CC=C(C=C1)C1=C(C=CC=C1)OC)=O (N-[2-Chloro-4-(tert-butoxycarbonyl)benzoyl]-4-(2-methoxyphenyl)-L-phenylalanine methyl ester), C(=O)(C(F)(F)F)O (TFA). Run in C(Cl)Cl (CH2Cl2). Run at time 2 hour. Product: COC([C@@H](NC(C1=C(C=C(C=C1)C(=O)O)Cl)=O)CC1=CC=C(C=C1)C1=C(C=CC=C1)OC)=O (N-[2-chloro-4-carboxybenzoyl]-4-(2-methoxyphenyl)-L-phenylalanine methyl ester). Yield: 115.7%. RXN SMILES: [CH3:1][O:2][C:3](=[O:37])[C@H:4]([CH2:22][C:23]1[CH:28]=[CH:27][C:26]([C:29]2[CH:34]=[CH:33][CH:32]=[CH:31][C:30]=2[O:35][CH3:36])=[CH:25][CH:24]=1)[NH:5][C:6](=[O:21])[C:7]1[CH:12]=[CH:11][C:10]([C:13]([O:15]C(C)(C)C)=[O:14])=[CH:9][C:8]=1[Cl:20].C(O)(C(F)(F)F)=O>C(Cl)Cl>[CH3:1][O:2][C:3](=[O:37])[C@H:4]([CH2:22][C:23]1[CH:28]=[CH:27][C:26]([C:29]2[CH:34]=[CH:33][CH:32]=[CH:31][C:30]=2[O:35][CH3:36])=[CH:25][CH:24]=1)[NH:5][C:6](=[O:21])[C:7]1[CH:12]=[CH:11][C:10]([C:13]([OH:15])=[O:14])=[CH:9][C:8]=1[Cl:20]. Procedure: N-[2-Chloro-4-(tert-butoxycarbonyl)benzoyl]-4-(2-methoxyphenyl)-L-phenylalanine methyl ester (305 mg) was dissolved in anhydrous CH2Cl2 (2 mL) under N2 and TFA (2 mL) was added. The mixture was stirred at room temperature for 2 h to give N-[2-chloro-4-carboxybenzoyl]-4-(2-methoxyphenyl)-L-phenylalanine methyl ester (315 mg).